This data is from the Open Reaction Database (ORD), a public repository of structured organic reaction records. The task is: describe an organic reaction: reactants, conditions, products, and yield Starting materials: P(=O)(Cl)(Cl)Cl (phosphorus oxychloride), C(C1=CC=CC=C1)N1N=C(C=C1C(F)(F)F)C=1OC=CC1 (1-benzyl-3-(2-furyl)-5-trifluoromethylpyrazole), C([O-])([O-])=O.[K+].[K+] (potassium carbonate), ice water. Run in CN(C)C=O (DMF), CN(C)C=O (DMF). Reaction conditions: time 30 minute. Yields the product C(C1=CC=CC=C1)N1N=C(C=C1C(F)(F)F)C=1OC(=CC1)C=O (1-Benzyl-3-(5-formyl-2-furyl)-5-trifluoromethylpyrazole). As a reaction SMILES: P(Cl)(Cl)(Cl)=O.[CH2:6]([N:13]1[C:17]([C:18]([F:21])([F:20])[F:19])=[CH:16][C:15]([C:22]2[O:23][CH:24]=[CH:25][CH:26]=2)=[N:14]1)[C:7]1[CH:12]=[CH:11][CH:10]=[CH:9][CH:8]=1.[C:27](=O)([O-])[O-:28].[K+].[K+]>CN(C=O)C>[CH2:6]([N:13]1[C:17]([C:18]([F:20])([F:21])[F:19])=[CH:16][C:15]([C:22]2[O:23][C:24]([CH:27]=[O:28])=[CH:25][CH:26]=2)=[N:14]1)[C:7]1[CH:8]=[CH:9][CH:10]=[CH:11][CH:12]=1 |f:2.3.4|. Procedure details: 10 ml of dry DMF were initially charged at 10° C., 1.9 g (12.4 mmol) of phosphorus oxychloride were added dropwise and the mixture was stirred for 30 min. A solution of 3 g (10.3 mmol) of 1-benzyl-3-(2-furyl)-5-trifluoromethylpyrazole in 10 ml of DMF was added dropwise, and the mixture was stirred at RT overnight. The mixture was poured into ice-water and adjusted to pH 9 using potassium carbonate solution. The precipitated product was filtered off with suction and dried in a vacuum drying cabin...